From a dataset of the Open Reaction Database (ORD), a public repository of structured organic reaction records. describe an organic reaction: reactants, conditions, products, and yield Starting materials: BrCCCCCCBr, [Na+], [OH-], O, OCCCc1cccnc1. Yields the product BrCCCCCCOCCCc1cccnc1. As a reaction SMILES: [Br:11][CH2:12][CH2:13][CH2:14][CH2:15][CH2:16][CH2:17][Br:18].[Na+:20].[OH-:19].[OH2:21].[n:1]1[cH:2][c:3]([CH2:7][CH2:8][CH2:9][OH:10])[cH:4][cH:5][cH:6]1>>[n:1]1[cH:2][c:3]([CH2:7][CH2:8][CH2:9][O:10][CH2:17][CH2:16][CH2:15][CH2:14][CH2:13][CH2:12][Br:11])[cH:4][cH:5][cH:6]1. Reactants: FC=1C=C(C=CC1F)CC(=O)O (3,4-difluorophenylacetic acid), BrCC(=O)C1=CC=C(C=C1)S(=O)(=O)C (2-bromo-1-(4-(methylsulfonyl)phenyl)ethanone), Cl (HCl), C1CCC2=NCCCN2CC1 (DBU). The solvent is C(C)#N (acetonitrile), C(C)N(CC)CC (triethylamine). Conditions: time 1 hour. Yields the product FC=1C=C(C=CC1F)C=1C(OCC1C1=CC=C(C=C1)S(=O)(=O)C)=O (3-(3,4-Difluorophenyl)-4-(4-(methylsulfonyl)phenyl)-2-(5H)-furanone). As a reaction SMILES: [F:1][C:2]1[CH:3]=[C:4]([CH2:9][C:10]([OH:12])=[O:11])[CH:5]=[CH:6][C:7]=1[F:8].Br[CH2:14][C:15]([C:17]1[CH:22]=[CH:21][C:20]([S:23]([CH3:26])(=[O:25])=[O:24])=[CH:19][CH:18]=1)=O.C1CCN2C(=NCCC2)CC1.Cl>C(#N)C.C(N(CC)CC)C>[F:1][C:2]1[CH:3]=[C:4]([C:9]2[C:10](=[O:12])[O:11][CH2:14][C:15]=2[C:17]2[CH:18]=[CH:19][C:20]([S:23]([CH3:26])(=[O:25])=[O:24])=[CH:21][CH:22]=2)[CH:5]=[CH:6][C:7]=1[F:8]. Procedure: To a solution of 3,4-difluorophenylacetic acid (ALDRICH CHIMICAL) (10 g) and 2-bromo-1-(4-(methylsulfonyl)phenyl)ethanone (Example 9, Step 1) (17.3 g) in acetonitrile (200 mL) at room temperature was added slowly triethylamine (20.2 mL). After 1 h at room temperature, the mixture was cooled in an ice bath and treated with 17.4 mL of DBU. After 2 h at 0° C., the mixture was treated with 200 mL of 1N HCl and the product was extracted with EtOAc, dried over Na2SO4 and concentrated. The residue was ... The reactants are CS(=O)(=O)C(CCCCCCC(=O)O)CCCC(COc1ccc(F)cc1)OCc1ccccc1, CCO, [H][H]. Product: CS(=O)(=O)C(CCCCCCC(=O)O)CCCC(O)COc1ccc(F)cc1. As a reaction SMILES: [CH3:1][S:2](=[O:3])(=[O:4])[CH:5]([CH2:6][CH2:7][CH2:8][CH2:9][CH2:10][CH2:11][C:12](=[O:13])[OH:14])[CH2:15][CH2:16][CH2:17][CH:18]([CH2:19][O:20][c:21]1[cH:22][cH:23][c:24]([F:27])[cH:25][cH:26]1)[O:28][CH2:29][c:30]1[cH:31][cH:32][cH:33][cH:34][cH:35]1.[CH3:38][CH2:39][OH:40].[H:36][H:37]>>[CH3:1][S:2](=[O:3])(=[O:4])[CH:5]([CH2:6][CH2:7][CH2:8][CH2:9][CH2:10][CH2:11][C:12](=[O:13])[OH:14])[CH2:15][CH2:16][CH2:17][CH:18]([CH2:19][O:20][c:21]1[cH:22][cH:23][c:24]([F:27])[cH:25][cH:26]1)[OH:28]. Starting materials: CC1(OC2=C(C1)C=CC=C2O)C (2,3-dihydro-2,2-dimethyl-7-hydroxy-benzofuran), BrCCCl (1-bromo-2-chloro-ethane), C([O-])([O-])=O.[Na+].[Na+] (sodium carbonate), 8.3, [I-].[K+] (potassium iodide). The solvent is C(C)OC(C)=O (ethylacetate). The product is CC1(OC2=C(C1)C=CC=C2OCCCl)C (2,3-dihydro-2,2-dimethyl-7-(2'-chloro-ethoxy)-benzofuran). RXN SMILES: [CH3:1][C:2]1([CH3:12])[CH2:6][C:5]2[CH:7]=[CH:8][CH:9]=[C:10]([OH:11])[C:4]=2[O:3]1.Br[CH2:14][CH2:15][Cl:16].C(=O)([O-])[O-].[Na+].[Na+].[I-].[K+]>C(OC(=O)C)C>[CH3:1][C:2]1([CH3:12])[CH2:6][C:5]2[CH:7]=[CH:8][CH:9]=[C:10]([O:11][CH2:14][CH2:15][Cl:16])[C:4]=2[O:3]1 |f:2.3.4,5.6|. Reported procedure: To 100 ml. ethylacetate 8.23 g. (0.05 mole) 2,3-dihydro-2,2-dimethyl-7-hydroxy-benzofuran, 14.3 g. (0.1 mole) 1-bromo-2-chloro-ethane, 6.9 g. (0.05 mole) anhydrous sodium carbonate and 8.3 (0.05 mole) potassium iodide are added. The reaction mixture is heated for 30 hours and the reaction is monitored by gas chromatographic analysis. Starting materials: NC1=NC(=CC(=N1)C1=CC(=C(C#N)C(=C1)F)F)N1[C@@H](COCC1)C (4-{2-amino-6-[(3R)-3-methyl-4-morpholinyl]-4-pyrimidinyl}-2,6-difluorobenzonitrile), CC([O-])C.[Na+] (sodium isopropoxide), [H-].[Na+] (NaH), CC([O-])C.[Na+] (sodium isopropoxide), O.NN (Hydrazine hydrate), CCN(C(C)C)C(C)C (Hunig's base), CC([O-])C.[Na+] (sodium isopropoxide). The solvent is CN(C)C=O (DMF), C(C)(C)O (isopropanol), CN(C)C=O (DMF), C(C)(C)O (isopropanol), C(C)(C)O (isopropanol), C(C)(C)O (isopropanol), C(C)(C)O (isopropanol). Run at time 30 minute. The product is NC1=NC(=CC(=N1)C1=CC(=C2C(=NNC2=C1)N)OC(C)C)N1[C@@H](COCC1)C (6-{2-Amino-6-[(3R)-3-methyl-4-morpholinyl]-4-pyrimidinyl}-4-[(1-methylethyl)oxy]-1H-indazol-3-amine). Reaction SMILES: [CH3:1][CH:2]([CH3:4])[O-].[Na+].[H-].[Na+].[NH2:8][C:9]1[N:14]=[C:13]([C:15]2[CH:22]=[C:21](F)[C:18]([C:19]#[N:20])=[C:17](F)[CH:16]=2)[CH:12]=[C:11]([N:25]2[CH2:30][CH2:29][O:28][CH2:27][C@H:26]2[CH3:31])[N:10]=1.[OH2:32].[NH2:33][NH2:34].CCN(C(C)C)C(C)C>C(O)(C)C.CN(C=O)C>[NH2:8][C:9]1[N:14]=[C:13]([C:15]2[CH:22]=[C:21]3[C:18]([C:19]([NH2:20])=[N:33][NH:34]3)=[C:17]([O:32][CH:2]([CH3:4])[CH3:1])[CH:16]=2)[CH:12]=[C:11]([N:25]2[CH2:30][CH2:29][O:28][CH2:27][C@H:26]2[CH3:31])[N:10]=1 |f:0.1,2.3,5.6|. Procedure: A stock solution of sodium isopropoxide in isopropanol was generated by the addition of isopropanol (40 mL) to NaH (254 mg, 10.56 mmol) at 0° C., followed by stirring at room temperature for 30 minutes, then at 40° C. for 30 minutes. The clear, colorless solution was allowed to cool to room temperature. To a 20-mL microwave vial was added 4-{2-amino-6-[(3R)-3-methyl-4-morpholinyl]-4-pyrimidinyl}-2,6-difluorobenzonitrile (700 mg, 2.11 mmol), DMF (2 mL) and isopropanol (3 mL). The reaction was coo... The reactants are [Al+3], CC(C)(C)C1(O)CCN(C(=O)C2c3ccccc3CCc3ccccc32)CC1, [H-], [H-], [H-], [H-], [Li+], C1CCOC1, O=S(=O)(O)O. The product is CC(C)(C)C1(O)CCN(CC2c3ccccc3CCc3ccccc32)CC1. As a reaction SMILES: [Al+3:2].[C:12]([CH3:13])([CH3:14])([CH3:15])[C:16]1([OH:39])[CH2:17][CH2:18][N:19]([C:22](=[O:23])[CH:24]2[c:25]3[c:26]([cH:35][cH:36][cH:37][cH:38]3)[CH2:27][CH2:28][c:29]3[c:30]2[cH:31][cH:32][cH:33][cH:34]3)[CH2:20][CH2:21]1.[H-:1].[H-:4].[H-:5].[H-:6].[Li+:3].[O:40]1[CH2:41][CH2:42][CH2:43][CH2:44]1.[S:7](=[O:8])(=[O:9])([OH:10])[OH:11]>>[C:12]([CH3:13])([CH3:14])([CH3:15])[C:16]1([OH:39])[CH2:17][CH2:18][N:19]([CH2:22][CH:24]2[c:25]3[c:26]([cH:35][cH:36][cH:37][cH:38]3)[CH2:27][CH2:28][c:29]3[c:30]2[cH:31][cH:32][cH:33][cH:34]3)[CH2:20][CH2:21]1.